From a dataset of the Open Reaction Database (ORD), a public repository of structured organic reaction records. describe an organic reaction: reactants, conditions, products, and yield Starting materials: COc1cc2ncnc(Oc3ccc(N)cc3)c2cc1OC, CCO, Cc1ccccc1, O=C(N=C=S)c1ccc(Cl)cc1. The product is COc1cc2ncnc(Oc3ccc(NC(=S)NC(=O)c4ccc(Cl)cc4)cc3)c2cc1OC. RXN SMILES: [CH3:1][O:2][c:3]1[cH:4][c:5]2[c:6]([O:15][c:16]3[cH:17][cH:18][c:19]([NH2:20])[cH:21][cH:22]3)[n:7][cH:8][n:9][c:10]2[cH:11][c:12]1[O:13][CH3:14].[CH3:23][CH2:24][OH:25].[CH3:38][c:39]1[cH:40][cH:41][cH:42][cH:43][cH:44]1.[Cl:26][c:27]1[cH:28][cH:29][c:30]([C:33](=[O:34])[N:35]=[C:36]=[S:37])[cH:31][cH:32]1>>[CH3:1][O:2][c:3]1[cH:4][c:5]2[c:6]([O:15][c:16]3[cH:17][cH:18][c:19]([NH:20][C:36]([NH:35][C:33]([c:30]4[cH:29][cH:28][c:27]([Cl:26])[cH:32][cH:31]4)=[O:34])=[S:37])[cH:21][cH:22]3)[n:7][cH:8][n:9][c:10]2[cH:11][c:12]1[O:13][CH3:14]. The reactants are Cl (hydrochloric acid), ice water, [Cl-].[Al+3].[Cl-].[Cl-] (aluminum chloride), ClC1=C(C(=CC=C1)Cl)O (2,6-dichlorophenol), C(C)(=O)OC(C)=O (acetic anhydride). Reagents/catalysts: S(O)(O)(=O)=O (sulfuric acid). Solvent: [N+](=O)([O-])C1=CC=CC=C1 (nitrobenzene). Run at time 27 hour. Yields the product ClC1=C(C(=CC(=C1)C(C)=O)Cl)O (2,6-dichloro-4-acetylphenol). As a reaction SMILES: [Cl:1][C:2]1[CH:7]=[CH:6][CH:5]=[C:4]([Cl:8])[C:3]=1[OH:9].[Cl-].[Al+3].[Cl-].[Cl-].Cl.[C:15](OC(=O)C)(=[O:17])[CH3:16]>S(=O)(=O)(O)O.[N+](C1C=CC=CC=1)([O-])=O>[Cl:1][C:2]1[CH:7]=[C:6]([C:15](=[O:17])[CH3:16])[CH:5]=[C:4]([Cl:8])[C:3]=1[OH:9] |f:1.2.3.4|. Procedure: In 28 ml of acetic anhydride was dissolved 50.0 g of 2,6-dichlorophenol and, one or two drops of conc. sulfuric acid were added to the solution. The mixture was reacted at 130° C. for 10 minutes to effect acetylation. After the reaction, the reaction solution was poured onto 300 ml of ice water and the mixture was extracted with ethyl acetate. After drying the ethyl acetate phase over anhydrous magnesium sulfate overnight, the ethyl acetate phase was concentrated to give 58.2 g of colorless oily... Starting materials: ClC(C)Cl (dichloroethane), CC(CCCCCC)=O (2-octanone), [Na] (sodium), IC1=CC=C(N)C=C1 (4-iodoaniline). Run in C(C)(=O)O (acetic acid). Reaction conditions: time 10 minute. Yields the product IC1=CC=C(C=C1)NC(C)CCCCCC (N-(4'-iodophenyl)-2-aminooctane). Yield: 88.0%. Reaction SMILES: [I:1][C:2]1[CH:8]=[CH:7][C:5]([NH2:6])=[CH:4][CH:3]=1.ClC(Cl)C.[CH3:13][C:14](=O)[CH2:15][CH2:16][CH2:17][CH2:18][CH2:19][CH3:20].[Na]>C(O)(=O)C>[I:1][C:2]1[CH:8]=[CH:7][C:5]([NH:6][CH:14]([CH2:15][CH2:16][CH2:17][CH2:18][CH2:19][CH3:20])[CH3:13])=[CH:4][CH:3]=1 |^1:21|. Reported procedure: A flask containing 4-iodoaniline (11.0 g, 50.2 retool) was charged with dry dichloroethane (125 ml), 2-octanone (7.9 ml, 50.0 retool) and sodium triacetexyborohydride (13.8 g, 65 retool). After stirring for 10 minutes, acetic acid (2.9 ml, 50.7 retool) was added via syringe over a 5 minute period. The reaction was stirred under an N2 atmosphere for 16 hrs. At the end of this period the reaction was quenched by the careful addition of a solution of saturated aqueous ammonium chloride (100 ml). Af... The reactants are ClCCCl, COC(=O)c1ccccc1COc1cccc(CC(=O)O)c1, CN(C)c1ccncc1, ClCCl, Cl, NCc1ccc(C(F)(F)F)cc1, O. Product: COC(=O)c1ccccc1COc1cccc(CC(=O)NCc2ccc(C(F)(F)F)cc2)c1. Reaction SMILES: [CH2:35]([Cl:36])[CH2:37][Cl:38].[CH3:1][O:2][C:3](=[O:4])[c:5]1[c:6]([CH2:7][O:8][c:9]2[cH:10][c:11]([CH2:15][C:16](=[O:17])[OH:18])[cH:12][cH:13][cH:14]2)[cH:19][cH:20][cH:21][cH:22]1.[CH3:43][N:44]([c:45]1[cH:46][cH:47][n:48][cH:49][cH:50]1)[CH3:51].[Cl:40][CH2:41][Cl:42].[ClH:39].[F:23][C:24]([c:25]1[cH:26][cH:27][c:28]([CH2:29][NH2:30])[cH:31][cH:32]1)([F:33])[F:34].[OH2:52]>>[CH3:1][O:2][C:3](=[O:4])[c:5]1[c:6]([CH2:7][O:8][c:9]2[cH:10][c:11]([CH2:15][C:16](=[O:18])[NH:30][CH2:29][c:28]3[cH:27][cH:26][c:25]([C:24]([F:23])([F:33])[F:34])[cH:32][cH:31]3)[cH:12][cH:13][cH:14]2)[cH:19][cH:20][cH:21][cH:22]1. The reactants are CCN=C=O, NC1CCC(CCN2CCN(c3cccc(Cl)c3Cl)CC2)CC1, ClCCl. Product: CCNC(=O)NC1CCC(CCN2CCN(c3cccc(Cl)c3Cl)CC2)CC1. RXN SMILES: [CH2:24]([CH3:25])[N:26]=[C:27]=[O:28].[Cl:1][c:2]1[c:3]([N:9]2[CH2:10][CH2:11][N:12]([CH2:15][CH2:16][CH:17]3[CH2:18][CH2:19][CH:20]([NH2:23])[CH2:21][CH2:22]3)[CH2:13][CH2:14]2)[cH:4][cH:5][cH:6][c:7]1[Cl:8].[Cl:29][CH2:30][Cl:31]>>[Cl:1][c:2]1[c:3]([N:9]2[CH2:10][CH2:11][N:12]([CH2:15][CH2:16][CH:17]3[CH2:18][CH2:19][CH:20]([NH:23][C:27]([NH:26][CH2:24][CH3:25])=[O:28])[CH2:21][CH2:22]3)[CH2:13][CH2:14]2)[cH:4][cH:5][cH:6][c:7]1[Cl:8]. Reactants: Cl (HCl), CNC (Dimethyl amine), N1=CC=CC=C1 (pyridine), C1(=CC=C(C=C1)Cl)C (p-Tolyl chloride), CCCCCC.C(C)(=O)OCC (hexane ethyl acetate). The solvent is C(Cl)Cl (DCM), C(Cl)Cl (DCM). Reaction conditions: time 12 hour. The product is C(C)N(C(C1=CC=C(C=C1)C)=O)CC (N,N-Diethyl-4-methyl-benzamide). Reaction SMILES: CNC.[N:4]1[CH:9]=[CH:8]C=[CH:6][CH:5]=1.[C:10]1([CH3:17])[CH:15]=[CH:14]C(Cl)=[CH:12][CH:11]=1.Cl.CCCCCC.C([O:28][CH2:29][CH3:30])(=O)C>C(Cl)Cl>[CH2:5]([N:4]([CH2:9][CH3:8])[C:29](=[O:28])[C:30]1[CH:12]=[CH:11][C:10]([CH3:17])=[CH:15][CH:14]=1)[CH3:6] |f:4.5|. Reported procedure: Dimethyl amine (13.00 g, 177.87 mmol, 18.40 mL) and pyridine (38.37 g, 485.10 mmol, 39.23 mL) were dissolved in 500 mL of anhydrous DCM under argon and cooled to 0° C. p-Tolyl chloride (25.00 g, 161.70 mmol), dissolved in 75 mL of anhydrous DCM, was added to the solution slowly. On completion of addition the solution was slowly warmed to room temp and stirred for 12 h. The reaction mixture was poured into 1N HCl and the aqueous layer was extracted three times with ethyl acetate. The combined org...